Dataset: the Open Reaction Database (ORD), a public repository of structured organic reaction records. Task: describe an organic reaction: reactants, conditions, products, and yield The reactants are CCN(C(C)C)C(C)C, ClCCl, O=S(=O)(OS(=O)(=O)C(F)(F)F)C(F)(F)F, CC(OC(=O)OCc1ccc([N+](=O)[O-])cc1)C1C(=O)N2C(C(=O)OCc3ccc([N+](=O)[O-])cc3)C(=O)CC12, O=C(OCc1ccc([N+](=O)[O-])cc1)N1CC(S)CC1CSc1ccncc1. Yields the product CC(OC(=O)OCc1ccc([N+](=O)[O-])cc1)C1C(=O)N2C(C(=O)OCc3ccc([N+](=O)[O-])cc3)=C(SC3CC(CSc4ccncc4)N(C(=O)OCc4ccc([N+](=O)[O-])cc4)C3)CC12. RXN SMILES: [CH:39]([N:40]([CH:41]([CH3:42])[CH3:43])[CH2:44][CH3:45])([CH3:46])[CH3:47].[Cl:90][CH2:91][Cl:92].[F:48][C:49]([S:50]([O:51][S:52]([C:53]([F:54])([F:55])[F:56])(=[O:57])=[O:58])(=[O:59])=[O:60])([F:61])[F:62].[N+:1](=[O:2])([O-:3])[c:4]1[cH:5][cH:6][c:7]([CH2:8][O:9][C:10](=[O:11])[O:12][CH:13]([CH3:14])[CH:15]2[CH:16]3[CH2:17][C:18](=[O:36])[CH:19]([C:23](=[O:24])[O:25][CH2:26][c:27]4[cH:28][cH:29][c:30]([N+:33](=[O:34])[O-:35])[cH:31][cH:32]4)[N:20]3[C:21]2=[O:22])[cH:37][cH:38]1.[SH:63][CH:64]1[CH2:65][CH:66]([CH2:82][S:83][c:84]2[cH:85][cH:86][n:87][cH:88][cH:89]2)[N:67]([C:69](=[O:70])[O:71][CH2:72][c:73]2[cH:74][cH:75][c:76]([N+:79](=[O:80])[O-:81])[cH:77][cH:78]2)[CH2:68]1>>[N+:1](=[O:2])([O-:3])[c:4]1[cH:5][cH:6][c:7]([CH2:8][O:9][C:10](=[O:11])[O:12][CH:13]([CH3:14])[CH:15]2[CH:16]3[CH2:17][C:18]([S:63][CH:64]4[CH2:65][CH:66]([CH2:82][S:83][c:84]5[cH:85][cH:86][n:87][cH:88][cH:89]5)[N:67]([C:69](=[O:70])[O:71][CH2:72][c:73]5[cH:74][cH:75][c:76]([N+:79](=[O:80])[O-:81])[cH:77][cH:78]5)[CH2:68]4)=[C:19]([C:23](=[O:24])[O:25][CH2:26][c:27]4[cH:28][cH:29][c:30]([N+:33](=[O:34])[O-:35])[cH:31][cH:32]4)[N:20]3[C:21]2=[O:22])[cH:37][cH:38]1. Starting materials: ClCC(C)=O (monochloroacetone), N1=C(C=CC=C1)C (α-picoline). Conditions: temperature 20 celsius, time 8 hour. Product: CC=1C=C2C=CC=CN2C1 (2-methylindolizine). As a reaction SMILES: Cl[CH2:2][C:3](=O)[CH3:4].[N:6]1[CH:11]=[CH:10][CH:9]=[CH:8][C:7]=1[CH3:12]>>[CH3:4][C:3]1[CH:12]=[C:7]2[N:6]([CH:2]=1)[CH:11]=[CH:10][CH:9]=[CH:8]2. Procedure details: A mixture of 92.5 g monochloroacetone (1 mole) and 93 g of α-picoline (1 mole) was heated for 21/2 h on a boiling water-bath. The reaction mixture was cooled to ambient temperature (20° C.) and kept overnight. A solid black mass formed. Extraction was performed on a hot water-bath until the mass had dissolved completely (about 700 ml). The solution was filtered and washed 3 times with 100 ml of ether. A few ml of an aqueous saturated sodium carbonate solution were added and the solution was then... Reactants: CCCCCCCCCCCCCCCCCCOCC(CS(=O)(=O)CCOS(C)(=O)=O)OC, Cc1ccccc1, CCCCCC, CN(C)C. Yields the product C=CS(=O)(=O)CC(COCCCCCCCCCCCCCCCCCC)OC. Reaction SMILES: [CH3:12][O:13][CH:14]([CH2:15][S:16](=[O:17])(=[O:18])[CH2:19][CH2:20][O:21][S:22]([CH3:23])(=[O:24])=[O:25])[CH2:26][O:27][CH2:28][CH2:29][CH2:30][CH2:31][CH2:32][CH2:33][CH2:34][CH2:35][CH2:36][CH2:37][CH2:38][CH2:39][CH2:40][CH2:41][CH2:42][CH2:43][CH2:44][CH3:45].[CH3:1][c:2]1[cH:3][cH:4][cH:5][cH:6][cH:7]1.[CH3:46][CH2:47][CH2:48][CH2:49][CH2:50][CH3:51].[CH3:8][N:9]([CH3:10])[CH3:11]>>[CH3:12][O:13][CH:14]([CH2:15][S:16](=[O:17])(=[O:18])[CH:19]=[CH2:20])[CH2:26][O:27][CH2:28][CH2:29][CH2:30][CH2:31][CH2:32][CH2:33][CH2:34][CH2:35][CH2:36][CH2:37][CH2:38][CH2:39][CH2:40][CH2:41][CH2:42][CH2:43][CH2:44][CH3:45]. Starting materials: CC(=O)OC=O, ClCCl, CC(C)(C)OC(=O)N1CCN(c2ncc(-c3cccs3)nc2CN)CC1. Yields the product CC(C)(C)OC(=O)N1CCN(c2ncc(-c3cccs3)nc2CNC=O)CC1. As a reaction SMILES: [CH:27](=[O:28])[O:29][C:30](=[O:31])[CH3:32].[Cl:33][CH2:34][Cl:35].[NH2:1][CH2:2][c:3]1[c:4]([N:14]2[CH2:15][CH2:16][N:17]([C:20](=[O:21])[O:22][C:23]([CH3:24])([CH3:25])[CH3:26])[CH2:18][CH2:19]2)[n:5][cH:6][c:7](-[c:9]2[s:10][cH:11][cH:12][cH:13]2)[n:8]1>>[NH:1]([CH2:2][c:3]1[c:4]([N:14]2[CH2:15][CH2:16][N:17]([C:20](=[O:21])[O:22][C:23]([CH3:24])([CH3:25])[CH3:26])[CH2:18][CH2:19]2)[n:5][cH:6][c:7](-[c:9]2[s:10][cH:11][cH:12][cH:13]2)[n:8]1)[CH:27]=[O:28]. Reactants: N1CCC(CC1)N1N=CC(=C1)C1=CC=2N(N=C1)C(=CN2)C=2C=C(C=CC2)NC(=O)NCC(F)(F)F (N-{3-[7-(1-piperidin-4-yl-1H-pyrazol-4-yl)imidazo[1,2-b]pyridazin-3-yl]phenyl}-N′-(2,2,2-trifluoroethyl)urea), OC1(CC1)C(=O)O (1-hydroxycyclopropanecarboxylic acid). The product is OC1(CC1)C(=O)N1CCC(CC1)N1N=CC(=C1)C1=CC=2N(N=C1)C(=CN2)C=2C=C(C=CC2)NC(=O)NCC(F)(F)F (N-{3-[7-(1-{1-[(1-hydroxycyclopropyl)carbonyl]piperidin-4-yl}-1H-pyrazol-4-yl)imidazo[1,2-b]pyridazin-3-yl]phenyl}-N′-(2,2,2-trifluoroethyl)urea). RXN SMILES: [NH:1]1[CH2:6][CH2:5][CH:4]([N:7]2[CH:11]=[C:10]([C:12]3[CH:17]=[N:16][N:15]4[C:18]([C:21]5[CH:22]=[C:23]([NH:27][C:28]([NH:30][CH2:31][C:32]([F:35])([F:34])[F:33])=[O:29])[CH:24]=[CH:25][CH:26]=5)=[CH:19][N:20]=[C:14]4[CH:13]=3)[CH:9]=[N:8]2)[CH2:3][CH2:2]1.[OH:36][C:37]1([C:40](O)=[O:41])[CH2:39][CH2:38]1>>[OH:36][C:37]1([C:40]([N:1]2[CH2:6][CH2:5][CH:4]([N:7]3[CH:11]=[C:10]([C:12]4[CH:17]=[N:16][N:15]5[C:18]([C:21]6[CH:22]=[C:23]([NH:27][C:28]([NH:30][CH2:31][C:32]([F:33])([F:35])[F:34])=[O:29])[CH:24]=[CH:25][CH:26]=6)=[CH:19][N:20]=[C:14]5[CH:13]=4)[CH:9]=[N:8]3)[CH2:3][CH2:2]2)=[O:41])[CH2:39][CH2:38]1. Procedure: This compound was prepared by using procedures analogous to those described for the synthesis of Example 41 starting from N-{3-[7-(1-piperidin-4-yl-1H-pyrazol-4-yl)imidazo[1,2-b]pyridazin-3-yl]phenyl}-N′-(2,2,2-trifluoroethyl)urea and 1-hydroxycyclopropanecarboxylic acid (Aldrich, Cat. No. 293881). LCMS (M+H)+: m/z=569.3. Reactants: OC=1C=C(C=CC1)C(C)=O (3'-Hydroxyacetophenone), C([O-])([O-])=O.[K+].[K+] (potassium carbonate), [I-].[Na+] (sodium iodide), BrCCO (2-bromoethanol). The solvent is CN(C=O)C (N,N-dimethylformamide), C(C)(=O)OCC (ethyl acetate). Conditions: time 4 day. The product is OCCOC=1C=C(C=CC1)C(C)=O (3'-(2-Hydroxyethoxy)acetophenone). The yield is 31.5%. As a reaction SMILES: [OH:1][C:2]1[CH:3]=[C:4]([C:8](=[O:10])[CH3:9])[CH:5]=[CH:6][CH:7]=1.C(=O)([O-])[O-].[K+].[K+].[I-].[Na+].Br[CH2:20][CH2:21][OH:22]>CN(C)C=O.C(OCC)(=O)C>[OH:22][CH2:21][CH2:20][O:1][C:2]1[CH:3]=[C:4]([C:8](=[O:10])[CH3:9])[CH:5]=[CH:6][CH:7]=1 |f:1.2.3,4.5|. Procedure details: 3'-Hydroxyacetophenone (5.0 g, 37 mmol), potassium carbonate (6.1 g, 44 mmol), sodium iodide (0.28 g, 1.8 mmol), and 2-bromoethanol (2.6 mL, 37 mmol) were stirred in N,N-dimethylformamide (DMF) for 20 h at room temperature, then for 4 days at 70°-80° C. The reaction mixture was diluted with ethyl acetate (EtOAc) and extracted several times with water, then dried over magnesium sulfate (MgSO4), and concentrated in vacuo. Chromatography on silica gel, eluting with 30% to 50% EtOAc in hexanes, afte... Starting materials: O=C1c2ccccc2C(=O)N1CCBr, CC#N, Fc1ccc2c(N3CCNCC3)n[nH]c2c1, O. Product: O=C1c2ccccc2C(=O)N1CCN1CCN(c2n[nH]c3cc(F)ccc23)CC1. RXN SMILES: [Br:17][CH2:18][CH2:19][N:20]1[C:21](=[O:30])[c:22]2[c:23]([cH:26][cH:27][cH:28][cH:29]2)[C:24]1=[O:25].[CH3:31][C:32]#[N:33].[F:1][c:2]1[cH:3][cH:4][c:5]2[c:6]([N:11]3[CH2:12][CH2:13][NH:14][CH2:15][CH2:16]3)[n:7][nH:8][c:9]2[cH:10]1.[OH2:34]>>[F:1][c:2]1[cH:3][cH:4][c:5]2[c:6]([N:11]3[CH2:12][CH2:13][N:14]([CH2:18][CH2:19][N:20]4[C:21](=[O:30])[c:22]5[c:23]([cH:26][cH:27][cH:28][cH:29]5)[C:24]4=[O:25])[CH2:15][CH2:16]3)[n:7][nH:8][c:9]2[cH:10]1. The reactants are O=C([O-])O, ClCCCl, O=C(O)C1CC1(F)F, [Na+], Nc1ccc2c(c1)c(-c1nc3cc(N4CCOCC4)ccc3[nH]1)nn2C1CCCCO1, CN(C)C=O, On1nnc2ccccc21. RXN SMILES: [C:23](=[O:24])([OH:25])[O-:26].[CH2:19]([Cl:20])[CH2:21][Cl:22].[F:1][C:2]1([F:8])[CH:3]([C:5](=[O:6])[OH:7])[CH2:4]1.[Na+:27].[O:28]1[CH2:29][CH2:30][N:31]([c:34]2[cH:35][c:36]3[c:37]([nH:38][c:39](-[c:41]4[n:42][n:43]([CH:51]5[O:52][CH2:53][CH2:54][CH2:55][CH2:56]5)[c:44]5[cH:45][cH:46][c:47]([NH2:50])[cH:48][c:49]45)[n:40]3)[cH:57][cH:58]2)[CH2:32][CH2:33]1.[O:59]=[CH:60][N:61]([CH3:62])[CH3:63].[n:9]1([OH:10])[c:11]2[cH:12][cH:13][cH:14][cH:15][c:16]2[n:17][n:18]1>>[F:1][C:2]1([F:8])[CH:3]([C:5](=[O:6])[NH:50][c:47]2[cH:46][cH:45][c:44]3[n:43]([CH:51]4[O:52][CH2:53][CH2:54][CH2:55][CH2:56]4)[n:42][c:41](-[c:39]4[nH:38][c:37]5[c:36]([cH:35][c:34]([N:31]6[CH2:30][CH2:29][O:28][CH2:33][CH2:32]6)[cH:58][cH:57]5)[n:40]4)[c:49]3[cH:48]2)[CH2:4]1. The product is O=C(Nc1ccc2c(c1)c(-c1nc3cc(N4CCOCC4)ccc3[nH]1)nn2C1CCCCO1)C1CC1(F)F. The reactants are C1(CC1)N(C(=O)[C@H]1CN(CCO1)C(=O)OC(C)(C)C)C(C)C=1C=NC(=C(C1)C#CCNC(=O)OC)OC (tert-butyl (2R)-2-({cyclopropyl[1-(6-methoxy-5-{3-[(methoxycarbonyl)-amino]prop-1-yn-1-yl}pyridin-3-yl)ethyl]amino}carbonyl)morpholin-4-carboxylate), O1CCCC1 (tetrahydrofuran). The reagents and catalysts are [Pd] (palladium on carbon). Solvent: C(C)(=O)OCC (ethyl acetate). Reaction conditions: time 45 minute. Yields the product C1(CC1)N(C(=O)[C@H]1CN(CCO1)C(=O)OC(C)(C)C)C(C)C=1C=NC(=C(C1)CCCNC(=O)OC)OC (tert-butyl (2R)-2-({cyclopropyl[1-(6-methoxy-5-{3-[(methoxycarbonyl)amino]propyl}pyridin-3-yl)ethyl]amino}carbonyl)morpholine-4-carboxylate). The yield is 105.2%. As a reaction SMILES: [CH:1]1([N:4]([CH:20]([C:22]2[CH:23]=[N:24][C:25]([O:36][CH3:37])=[C:26]([C:28]#[C:29][CH2:30][NH:31][C:32]([O:34][CH3:35])=[O:33])[CH:27]=2)[CH3:21])[C:5]([C@@H:7]2[O:12][CH2:11][CH2:10][N:9]([C:13]([O:15][C:16]([CH3:19])([CH3:18])[CH3:17])=[O:14])[CH2:8]2)=[O:6])[CH2:3][CH2:2]1.O1CCCC1>C(OCC)(=O)C.[Pd]>[CH:1]1([N:4]([CH:20]([C:22]2[CH:23]=[N:24][C:25]([O:36][CH3:37])=[C:26]([CH2:28][CH2:29][CH2:30][NH:31][C:32]([O:34][CH3:35])=[O:33])[CH:27]=2)[CH3:21])[C:5]([C@@H:7]2[O:12][CH2:11][CH2:10][N:9]([C:13]([O:15][C:16]([CH3:17])([CH3:18])[CH3:19])=[O:14])[CH2:8]2)=[O:6])[CH2:2][CH2:3]1. Reported procedure: to a solution of tert-butyl (2R)-2-({cyclopropyl[1-(6-methoxy-5-{3-[(methoxycarbonyl)-amino]prop-1-yn-1-yl}pyridin-3-yl)ethyl]amino}carbonyl)morpholin-4-carboxylate (150 mg) in ethyl acetate (2.5 mL)-tetrahydrofuran (2.5 mL) was added 10% palladium on carbon (30 mg), and the mixture was stirred under hydrogen for 45 minutes. An insoluble was filtered off, and then the filtrate was concentrated under reduced pressure, and the resulting residue was purified by NH-silica gel column chromatography (...